This data is from the Open Reaction Database (ORD), a public repository of structured organic reaction records. The task is: describe an organic reaction: reactants, conditions, products, and yield Reactants: C(C)(C)(C)OC(=O)N1CCC(CC1)C=1SC=C(N1)CCl (4-(4-Chloromethyl-thiazol-2-yl)-piperidine-1-carboxylic acid tert-butyl ester), C(C)(C)(C)OC(=O)N1CCC(CC1)C=1SC=C(N1)CCl (4-(4-Chloromethyl-thiazol-2-yl)-piperidine-1-carboxylic acid tert-butyl ester), CS(=O)(=O)C1=CC=C(C=C1)O (4-methanesulfonyl-phenol), C(=O)([O-])[O-].[K+].[K+] (K2CO3). Run in CC(=O)C (acetone). Yields the product C(C)(C)(C)OC(=O)N1CCC(CC1)C=1SC=C(N1)COC1=CC=C(C=C1)S(=O)(=O)C (4-[4-(4-Methanesulfonyl-phenoxymethyl)-thiazol-2-yl]-piperidine-1-carboxylic acid tert-butyl ester). As a reaction SMILES: [C:1]([O:5][C:6]([N:8]1[CH2:13][CH2:12][CH:11]([C:14]2[S:15][CH:16]=[C:17]([CH2:19]Cl)[N:18]=2)[CH2:10][CH2:9]1)=[O:7])([CH3:4])([CH3:3])[CH3:2].[CH3:21][S:22]([C:25]1[CH:30]=[CH:29][C:28]([OH:31])=[CH:27][CH:26]=1)(=[O:24])=[O:23].C([O-])([O-])=O.[K+].[K+]>CC(C)=O>[C:1]([O:5][C:6]([N:8]1[CH2:13][CH2:12][CH:11]([C:14]2[S:15][CH:16]=[C:17]([CH2:19][O:31][C:28]3[CH:27]=[CH:26][C:25]([S:22]([CH3:21])(=[O:24])=[O:23])=[CH:30][CH:29]=3)[N:18]=2)[CH2:10][CH2:9]1)=[O:7])([CH3:4])([CH3:3])[CH3:2] |f:2.3.4|. Procedure details: A mixture of 4-(4-Chloromethyl-thiazol-2-yl)-piperidine-1-carboxylic acid tert-butyl ester (Intermediate 1, 463 mg, 1.46 mmol), 4-methanesulfonyl-phenol (252 mg, 1.46 mmol) and K2CO3 (404 mg, 2.92 mmol) in acetone (25 mL) was heated under reflux overnight. After cooling, the solid was filtered through a pad of celite. The filtrate was concentrated in vacuo. The residue was purified on silica gel (EtOAc-hexanes, 1:1) to afford the desired product. 1H NMR (CDCl3): δ 7.88 (2H, d, J=8.8 Hz), 7.23 (1... Reactants: BrC=1C=C2C(=NC=NC2=CC1)Cl (6-bromo-4-chloro-quinazoline), ClC=1C=C(N)C=CC1OCC1=CC(=CC=C1)F (3-chloro-4(m-fluoro-benzyloxy)-aniline). The solvent is C(C)(C)O (isopropanol). Product: ClC=1C=C(C=CC1OCC1=CC(=CC=C1)F)NC1=NC=NC2=CC=C(C=C12)Br (4-[3-chloro-4-(3-fluorobenzyloxy)-phenylamino]-6-bromo-quinazoline). Isolated yield 85.9%. As a reaction SMILES: [Br:1][C:2]1[CH:3]=[C:4]2[C:9](=[CH:10][CH:11]=1)[N:8]=[CH:7][N:6]=[C:5]2Cl.[Cl:13][C:14]1[CH:15]=[C:16]([CH:18]=[CH:19][C:20]=1[O:21][CH2:22][C:23]1[CH:28]=[CH:27][CH:26]=[C:25]([F:29])[CH:24]=1)[NH2:17]>C(O)(C)C>[Cl:13][C:14]1[CH:15]=[C:16]([NH:17][C:5]2[C:4]3[C:9](=[CH:10][CH:11]=[C:2]([Br:1])[CH:3]=3)[N:8]=[CH:7][N:6]=2)[CH:18]=[CH:19][C:20]=1[O:21][CH2:22][C:23]1[CH:28]=[CH:27][CH:26]=[C:25]([F:29])[CH:24]=1. Procedure: 6-bromo-4-chloro-quinazoline (1.36 g) and 3-chloro-4(m-fluoro-benzyloxy)-aniline (1.42 g) were dissolved into 50 mL of isopropanol. The mixture was reacted under reflux for 3 h, and a lot of yellow solid was deposited. The precipitated solid was filtered, and the filter cake was washed with cold ethanol and dried at 60° C. under vacuum overnight to obtain the 6-bromo-4-aminoquinazoline product (2.20 g, 86%). Starting materials: C(CC1=CC=CC=C1)N (phenethylamine), ClC=1C2=C(N=C(N1)C1=NC=CC=C1)SC(=C2)[N+](=O)[O-] (4-chloro-2-(pyridin-2-yl)-6-nitro-thieno-[2,3-d]-pyrimidine). Product: N1=C(C=CC=C1)C=1N=C(C2=C(N1)SC(=C2)[N+](=O)[O-])NCCC2=CC=CC=C2 (2-(pyridin-2-yl)-4-phenethylamino-6-nitro-thieno-[2,3-d]-pyrimidine). As a reaction SMILES: [CH2:1]([NH2:9])[CH2:2][C:3]1[CH:8]=[CH:7][CH:6]=[CH:5][CH:4]=1.Cl[C:11]1[C:12]2[CH:25]=[C:24]([N+:26]([O-:28])=[O:27])[S:23][C:13]=2[N:14]=[C:15]([C:17]2[CH:22]=[CH:21][CH:20]=[CH:19][N:18]=2)[N:16]=1>>[N:18]1[CH:19]=[CH:20][CH:21]=[CH:22][C:17]=1[C:15]1[N:16]=[C:11]([NH:9][CH2:1][CH2:2][C:3]2[CH:8]=[CH:7][CH:6]=[CH:5][CH:4]=2)[C:12]2[CH:25]=[C:24]([N+:26]([O-:28])=[O:27])[S:23][C:13]=2[N:14]=1. Procedure: With the procedure of Example 1, the reaction of phenethylamine with 4-chloro-2-(pyridin-2-yl)-6-nitro-thieno-[2,3-d]-pyrimidine yields 2-(pyridin-2-yl)-4-phenethylamino-6-nitro-thieno-[2,3-d]-pyrimidine. As a reaction SMILES: C1(C)C=CC(S(O)(=O)=O)=CC=1.[Cl:12][C:13]1[C:14]([CH2:63][C:64]2[CH:69]=[CH:68][C:67]([CH2:70][CH3:71])=[CH:66][CH:65]=2)=[CH:15][C:16]([C@@:20]2([CH2:59][C:60]([CH3:62])=[CH2:61])[C@H:25]([O:26][CH2:27][C:28]3[CH:33]=[CH:32][CH:31]=[CH:30][CH:29]=3)[C@@H:24]([O:34][CH2:35][C:36]3[CH:41]=[CH:40][CH:39]=[CH:38][CH:37]=3)[C@H:23]([O:42][CH2:43][C:44]3[CH:49]=[CH:48][CH:47]=[CH:46][CH:45]=3)[C@@H:22]([CH2:50][O:51][CH2:52][C:53]3[CH:58]=[CH:57][CH:56]=[CH:55][CH:54]=3)[O:21]2)=[C:17]([OH:19])[CH:18]=1>>[Cl:12][C:13]1[C:14]([CH2:63][C:64]2[CH:69]=[CH:68][C:67]([CH2:70][CH3:71])=[CH:66][CH:65]=2)=[CH:15][C:16]([C@@:20]2([CH:59]=[C:60]([CH3:62])[CH3:61])[C@H:25]([O:26][CH2:27][C:28]3[CH:29]=[CH:30][CH:31]=[CH:32][CH:33]=3)[C@@H:24]([O:34][CH2:35][C:36]3[CH:41]=[CH:40][CH:39]=[CH:38][CH:37]=3)[C@H:23]([O:42][CH2:43][C:44]3[CH:49]=[CH:48][CH:47]=[CH:46][CH:45]=3)[C@@H:22]([CH2:50][O:51][CH2:52][C:53]3[CH:54]=[CH:55][CH:56]=[CH:57][CH:58]=3)[O:21]2)=[C:17]([OH:19])[CH:18]=1. Procedure details: A mixture of p-toluenesulfonic acid (0.136 mg, 0.789 mmol) and 25 (0.65 g, 0.789 mmol) was heated at 65° C. for 7 hours. The reaction mixture was cooled to ambient temperature, after which it was partitioned between 10% NaHCO3 and EtOAc. The organic layer was dried (Na2SO4), filtered, and evaporated. The residue was purified by silica gel column chromatography eluting with 5% EtOAc in petroleum ether to give 26 (490 mg, 75%). 1H NMR (300 MHz, CDCl3) δ 8.83 (s, 1H), 7.20-7.34 (m, 18H), 7.03-7.10 ... Starting materials: C1(=CC=C(C=C1)S(=O)(=O)O)C (p-toluenesulfonic acid), ClC=1C(=CC(=C(C1)O)[C@@]1(O[C@@H]([C@H]([C@@H]([C@H]1OCC1=CC=CC=C1)OCC1=CC=CC=C1)OCC1=CC=CC=C1)COCC1=CC=CC=C1)CC(=C)C)CC1=CC=C(C=C1)CC (5-chloro-4-(4-ethylbenzyl)-2-((2S,3R,4S,5R,6R)-3,4,5-tris(benzyloxy)-6-(benzyloxymethyl)-2-(2-methylallyl)tetrahydro-2H-pyran-2-yl)phenol). Conditions: temperature 65 celsius. Yield: 75.4%. The product is ClC=1C(=CC(=C(C1)O)[C@@]1(O[C@@H]([C@H]([C@@H]([C@H]1OCC1=CC=CC=C1)OCC1=CC=CC=C1)OCC1=CC=CC=C1)COCC1=CC=CC=C1)C=C(C)C)CC1=CC=C(C=C1)CC (5-chloro-4-(4-ethylbenzyl)-2-((2S,3R,4S,5R,6R)-3,4,5-tris(benzyloxy)-6-(benzyloxymethyl)-2-(2-methylprop-1-enyl)tetrahydro-2H-pyran-2-yl)phenol). Reactants: CN1C(=O)N(C(=O)C1(C)C)C (1,3-dimethyl-5,5-dimethylhydantoin), FC1=CC=C2S(NC3=C4N=CC=CC4=CC=C3C2=C1)(=O)=O (9-fluoro-5H-6-thia-4,5-diaza-chrysene 6,6-dioxide), C(Cl)(Cl)Cl (chloroform). Reaction conditions: temperature 70 celsius. Yields the product ClC=1C=C2C3=CC(=CC=C3S(NC2=C2N=CC=CC12)(=O)=O)F (12-Chloro-9-fluoro-5H-6-thia-4,5-diaza-chrysene 6,6-dioxide). The yield is 69.0%. Reaction SMILES: CN1C(C)(C)C(=O)N(C)C1=O.[F:12][C:13]1[CH:30]=[C:29]2[C:16]([S:17](=[O:32])(=[O:31])[NH:18][C:19]3[C:28]2=[CH:27][CH:26]=[C:25]2[C:20]=3[N:21]=[CH:22][CH:23]=[CH:24]2)=[CH:15][CH:14]=1.C(Cl)(Cl)[Cl:34]>>[Cl:34][C:26]1[CH:27]=[C:28]2[C:19](=[C:20]3[C:25]=1[CH:24]=[CH:23][CH:22]=[N:21]3)[NH:18][S:17](=[O:31])(=[O:32])[C:16]1[C:29]2=[CH:30][C:13]([F:12])=[CH:14][CH:15]=1. Procedure: 1,3-dimethyl-5,5-dimethylhydantoin (0.73 g, 36.7 mmol) was added to a solution of 9-fluoro-5H-6-thia-4,5-diaza-chrysene 6,6-dioxide 187 (1.0 g, 33.3 mmol) in chloroform (40 ml) and the reaction was heated at 70° C. until the starting material was consumed (LCMS). After cooling, the mixture was concentrated in vacuo. The residue was dissolved in EtOAc and the organic phase was washed with sodium metabisulfate, water and brine. The organic phase was dried (Na2SO4) and concentrated in vacuo. The cr... The reactants are CO, CCOC(=O)Cc1nc(-c2ccc(F)cc2)oc1-c1ccco1, [Na+], [OH-], O. The product is O=C(O)Cc1nc(-c2ccc(F)cc2)oc1-c1ccco1. Reaction SMILES: [CH3:24][OH:25].[F:1][c:2]1[cH:3][cH:4][c:5](-[c:8]2[o:9][c:10](-[c:19]3[o:20][cH:21][cH:22][cH:23]3)[c:11]([CH2:13][C:14](=[O:15])[O:16][CH2:17][CH3:18])[n:12]2)[cH:6][cH:7]1.[Na+:27].[OH-:26].[OH2:28]>>[F:1][c:2]1[cH:3][cH:4][c:5](-[c:8]2[o:9][c:10](-[c:19]3[o:20][cH:21][cH:22][cH:23]3)[c:11]([CH2:13][C:14](=[O:15])[OH:16])[n:12]2)[cH:6][cH:7]1. Starting materials: BrC=1C=CC2=C(C3=NC(=NN3CC(N2)=O)COC)C1 (9-bromo-2-methoxymethyl-6H-1,3,3a,6-tetraaza-benzo[e]azulen-5-one), ClC=1C=CC2=C(C3=NC(=NN3CC(N2)=O)COC)C1 (9-chloro-2-methoxymethyl-6H-1,3,3a,6-tetraaza-benzo[e]azulen-5-one). The product is BrC1=CC2=C(N=C(CN3N=C(N=C23)COC)N2N=CN=C2)C=C1 (9-Bromo-2-methoxymethyl-5-[1,2,4]triazol-1-yl-4H-1,3,3a,6-tetraaza-benzoazulene). The yield is 79.0%. As a reaction SMILES: [Br:1][C:2]1[CH:3]=[CH:4][C:5]2[NH:14][C:13](=O)[CH2:12][N:11]3[C:7](=[N:8][C:9]([CH2:16][O:17][CH3:18])=[N:10]3)[C:6]=2[CH:19]=1.ClC1C=CC2NC(=O)C[N:30]3[C:26](=[N:27][C:28](COC)=[N:29]3)C=2C=1>>[Br:1][C:2]1[CH:3]=[CH:4][C:5]2[N:14]=[C:13]([N:29]3[CH:28]=[N:27][CH:26]=[N:30]3)[CH2:12][N:11]3[C:7]([C:6]=2[CH:19]=1)=[N:8][C:9]([CH2:16][O:17][CH3:18])=[N:10]3. Procedure: As described for example 4e) 9-bromo-2-methoxymethyl-6H-1,3,3a,6-tetraaza-benzo[e]azulen-5-one (12.5 g, 38.7 mmol), instead of 9-chloro-2-methoxymethyl-6H-1,3,3a,6-tetraaza-benzo[e]azulen-5-one, was converted to the title compound (11.4 g, 79%) which was obtained as a light yellow solid. MS: m/e=373.0/375.1 [M+H]+. Reactants: C(\C=C(/C)\CCC=C(C)C)C/C(=C/CC/C(=C/CCC(=O)OC)/C)/C (methyl geranylgeranylacetate), CN1CCNCC1 (N-methylpiperazine). Product: CN1CCN(CC1)C(CC\C=C(/C)\CC\C=C(\CC\C=C(/C)\CCC=C(C)C)/C)=O (N-methyl-N'-geranylgeranylacetyl piperazine). Yield: 51.2%. As a reaction SMILES: [CH2:1]([CH2:11]/[C:12](/[CH3:25])=[CH:13]/[CH2:14][CH2:15]/[C:16](/[CH3:24])=[CH:17]/[CH2:18][CH2:19][C:20]([O:22]C)=O)/[CH:2]=[C:3](/[CH2:5][CH2:6][CH:7]=[C:8]([CH3:10])[CH3:9])\[CH3:4].[CH3:26][N:27]1[CH2:32][CH2:31][NH:30][CH2:29][CH2:28]1>>[CH3:26][N:27]1[CH2:32][CH2:31][N:30]([C:20](=[O:22])[CH2:19][CH2:18]/[CH:17]=[C:16](/[CH2:15][CH2:14]/[CH:13]=[C:12](\[CH3:25])/[CH2:11][CH2:1]/[CH:2]=[C:3](/[CH2:5][CH2:6][CH:7]=[C:8]([CH3:9])[CH3:10])\[CH3:4])\[CH3:24])[CH2:29][CH2:28]1. Procedure: A three-necked flask equipped with a thermometer and a stirrer was charged with 69.2 g of methyl geranylgeranylacetate and 17.0 g of N-methylpiperazine. They were heated at 150° to 200° C. in an atmosphere of nitrogen for 3 hours with stirring. After cooling, the reaction mixture was chromatographed on a column of 3 kg of silica gel using a mixture of chloroform and methanol (7:1 by volume) as an eluent, and then further chromatographed on a column of 1.5 kg of silica gel using a mixture of ethy... Reactants: OO (hydrogen peroxide), FC1=C(C=CC=2C3=CC=CC(=C3CC12)F)B(O)O (1,8-difluorofluorene-2-boronic acid), O (water). Solvent: COC(C)(C)C (tert-butyl methyl ether). Conditions: time 4 hour. The product is FC1=C(C=CC=2C3=CC=CC(=C3CC12)F)O (1,8-difluorofluoren-2-ol). RXN SMILES: [OH:1]O.[F:3][C:4]1[C:16]2[CH2:15][C:14]3[C:9](=[CH:10][CH:11]=[CH:12][C:13]=3[F:17])[C:8]=2[CH:7]=[CH:6][C:5]=1B(O)O.O>COC(C)(C)C>[F:3][C:4]1[C:16]2[CH2:15][C:14]3[C:9](=[CH:10][CH:11]=[CH:12][C:13]=3[F:17])[C:8]=2[CH:7]=[CH:6][C:5]=1[OH:1]. Reported procedure: 40 ml of hydrogen peroxide (35 percent) is added dropwise at room temperature to a suspension of 54 mmol of 1,8-difluorofluorene-2-boronic acid in 120 ml of tert-butyl methyl ether and the mixture is subsequently heated to boiling for 4 h. After cooling, the mixture is admixed with 150 ml of water, the phases are separated and the organic phase is washed twice each with water and saturated sodium sulfite solution and also with saturated sodium chloride solution, so that no more peroxide can be d...